From a dataset of the Open Reaction Database (ORD), a public repository of structured organic reaction records. describe an organic reaction: reactants, conditions, products, and yield Product: CN1CCC(c2ccccc2)Oc2ccc(Cl)cc2C1. RXN SMILES: [CH3:24][S:25]([CH3:26])=[O:27].[Cl:1][c:2]1[cH:3][cH:4][c:5]([F:21])[c:6]([CH2:8][N:9]([CH3:10])[CH2:11][CH2:12][CH:13]([c:14]2[cH:15][cH:16][cH:17][cH:18][cH:19]2)[OH:20])[cH:7]1.[H-:22].[Na+:23]>>[Cl:1][c:2]1[cH:3][cH:4][c:5]2[c:6]([cH:7]1)[CH2:8][N:9]([CH3:10])[CH2:11][CH2:12][CH:13]([c:14]1[cH:15][cH:16][cH:17][cH:18][cH:19]1)[O:20]2. Starting materials: CS(C)=O, CN(CCC(O)c1ccccc1)Cc1cc(Cl)ccc1F, [H-], [Na+].